From a dataset of the Open Reaction Database (ORD), a public repository of structured organic reaction records. describe an organic reaction: reactants, conditions, products, and yield Starting materials: CCN(C(C)C)C(C)C (DIEA), C1=CN(C(=O)N=C1N)[C@H]2[C@H]([C@@H]([C@H](O2)CO)O)O (ara-C), CN(C)C=O (DMF). Run in C(Cl)Cl (DCM). Run at time 8 hour. Yields the product C(N)([O-])=O.C1=CN(C(=O)N=C1N)[C@H]2[C@H]([C@@H]([C@H](O2)CO)O)O (carbamate Ara-C). RXN SMILES: CCN(C(C)C)C(C)C.[CH:10]1[C:16]([NH2:17])=[N:15][C:13](=[O:14])[N:12]([C@@H:18]2[O:22][C@H:21]([CH2:23][OH:24])[C@@H:20]([OH:25])[C@@H:19]2[OH:26])[CH:11]=1.CN(C=[O:31])C>C(Cl)Cl>[C:18](=[O:22])([O-:31])[NH2:12].[CH:10]1[C:16]([NH2:17])=[N:15][C:13](=[O:14])[N:12]([C@@H:18]2[O:22][C@H:21]([CH2:23][OH:24])[C@@H:20]([OH:25])[C@@H:19]2[OH:26])[CH:11]=1 |f:4.5|. Procedure details: DIEA (60 μL, 0.35 mmol) is added to a mixture of SC-PEG 40 kDa (4, 1.0 g, 0.025 mmol) and 1 (0.15 g, 0.5 mmol) in DCM (10 mL) and DMF (10 mL) and the mixture is stirred overnight at room temperature. The solvent is removed in vacuo and the residue is recrystallized from IPA to give PEG-carbamate-Ara-C (5). The reactants are NC1=C(N=C(S1)C1=CC(=NC=C1)NC(C)=O)C1=C(C=CC=C1)Cl (N-{4-[5-amino-4-(2-chlorophenyl)-1,3-thiazol-2-yl]pyridin-2-yl}acetamide), C(C)(=O)OC(C)=O (acetic anhydride), S(O)(O)(=O)=O (sulfuric acid). Conditions: time 18 hour. Product: C(C)(=O)NC1=C(N=C(S1)C1=CC(=NC=C1)NC(C)=O)C1=C(C=CC=C1)Cl (N-{4-[5-(acetylamino)-4-(2-chlorophenyl)-1,3-thiazol-2-yl]pyridin-2-yl}acetamide). The yield is 62.4%. Reaction SMILES: [NH2:1][C:2]1[S:6][C:5]([C:7]2[CH:12]=[CH:11][N:10]=[C:9]([NH:13][C:14](=[O:16])[CH3:15])[CH:8]=2)=[N:4][C:3]=1[C:17]1[CH:22]=[CH:21][CH:20]=[CH:19][C:18]=1[Cl:23].[C:24](OC(=O)C)(=[O:26])[CH3:25].S(=O)(=O)(O)O>>[C:24]([NH:1][C:2]1[S:6][C:5]([C:7]2[CH:12]=[CH:11][N:10]=[C:9]([NH:13][C:14](=[O:16])[CH3:15])[CH:8]=2)=[N:4][C:3]=1[C:17]1[CH:22]=[CH:21][CH:20]=[CH:19][C:18]=1[Cl:23])(=[O:26])[CH3:25]. Reported procedure: To a stirred solution of N-{4-[5-amino-4-(2-chlorophenyl)-1,3-thiazol-2-yl]pyridin-2-yl}acetamide (0.020 g, 0.058 mmol) in anhydrous acetic anhydride (1.00 mL, 10.60 mmol) was added dropwise concentrated sulfuric acid (0.002 mL, 0.030 mmol) and stirred for 18 h. The reaction was quenched by the dropwise addition of a triethylamine (0.200 mL) and concentrated in vacuo. The residue was purified by column chromatography (SiO2, elution with 0-100% EtOAc in hexanes) to provide 0.014 g of product as a... Reactants: COC(=O)c1ccc(N=C=S)c(C)c1, CCC(C)C(N)C(=O)OC, NCCO, CCC(C)C(N)CO. Product: CCC(C)C1CSC(=Nc2ccc(C(=O)OC)cc2C)N1. As a reaction SMILES: [CH3:23][O:24][C:25](=[O:26])[c:27]1[cH:28][c:29]([CH3:36])[c:30]([N:33]=[C:34]=[S:35])[cH:31][cH:32]1.[CH3:9][O:10][C:11](=[O:12])[CH:13]([CH:14]([CH2:15][CH3:16])[CH3:17])[NH2:18].[OH:19][CH2:20][CH2:21][NH2:22].[OH:1][CH2:2][CH:3]([CH:4]([CH2:5][CH3:6])[CH3:7])[NH2:8]>>[CH2:2]1[CH:3]([CH:4]([CH2:5][CH3:6])[CH3:7])[NH:8][C:34](=[N:33][c:30]2[c:29]([CH3:36])[cH:28][c:27]([C:25]([O:24][CH3:23])=[O:26])[cH:32][cH:31]2)[S:35]1. Starting materials: [Cl-].[NH4+] (ammonium chloride), C(C)OC=1C(=C(C=CC1)F)F (3-Ethoxy-1,2-difluorobenzene), C(C)(CC)[Li] (sec-Butyllithium), O1CCOC12CCC(CC2)C2CCC(CC2)=O (4-(1,4-Dioxaspiro[4.5]decan-8-yl)-cyclohexanone). Run in C1CCOC1 (THF), C1CCOC1 (THF). Reaction conditions: time 2 hour. The product is O1CCOC12CCC(CC2)C2CCC(CC2)(O)C2=C(C(=C(C=C2)OCC)F)F (4-(1,4-dioxaspiro[4.5]decan-8-yl)-1-(4-ethoxy-2,3-difluorophenyl)-cyclohexanol). RXN SMILES: [CH2:1]([O:3][C:4]1[C:5]([F:11])=[C:6]([F:10])[CH:7]=[CH:8][CH:9]=1)[CH3:2].C([Li])(CC)C.[O:17]1[C:21]2([CH2:26][CH2:25][CH:24]([CH:27]3[CH2:32][CH2:31][C:30](=[O:33])[CH2:29][CH2:28]3)[CH2:23][CH2:22]2)[O:20][CH2:19][CH2:18]1.[Cl-].[NH4+]>C1COCC1>[O:17]1[C:21]2([CH2:22][CH2:23][CH:24]([CH:27]3[CH2:32][CH2:31][C:30]([C:7]4[CH:8]=[CH:9][C:4]([O:3][CH2:1][CH3:2])=[C:5]([F:11])[C:6]=4[F:10])([OH:33])[CH2:29][CH2:28]3)[CH2:25][CH2:26]2)[O:20][CH2:19][CH2:18]1 |f:3.4|. Procedure details: 3-Ethoxy-1,2-difluorobenzene (s65) (10.0 g) and THF (200 ml) were placed in a reaction vessel under an atmosphere of nitrogen, and cooled to −74° C. sec-Butyllithium (1.00 M, in n-hexane-cyclohexane; 64.0 ml) was added dropwise in the temperature range of −74° C. to −70° C., and the stirring was continued for another 2 hours. 4-(1,4-Dioxaspiro[4.5]decan-8-yl)-cyclohexanone (s66) (12.8 g) in THF (50 ml) solution was added dropwise in the temperature range of −75° C. to −70° C., and the stirring w... The reactants are Cc1ccc(S)cc1, CN([SiH](C)C)[Si](C)(C)C, O=P(NP(=O)(Oc1ccccc1)Oc1ccccc1)(Oc1ccccc1)Oc1ccccc1. Product: Cc1ccc(S[Si](C)(C)C)cc1. Reaction SMILES: [CH3:1][c:2]1[cH:3][cH:4][c:5]([SH:8])[cH:6][cH:7]1.[CH3:9][SiH:10]([CH3:11])[N:16]([Si:12]([CH3:13])([CH3:14])[CH3:15])[CH3:17].[c:18]1([O:19][P:20]([NH:21][P:22]([O:23][c:24]2[cH:25][cH:26][cH:27][cH:28][cH:29]2)([O:30][c:31]2[cH:32][cH:33][cH:34][cH:35][cH:36]2)=[O:37])(=[O:38])[O:39][c:40]2[cH:41][cH:42][cH:43][cH:44][cH:45]2)[cH:46][cH:47][cH:48][cH:49][cH:50]1>>[CH3:1][c:2]1[cH:3][cH:4][c:5]([S:8][Si:12]([CH3:13])([CH3:14])[CH3:15])[cH:6][cH:7]1. Starting materials: CC(=O)OC(C)=O, Cl, [Na+], C1CCOC1, O, CC(C)c1ccc(NCc2ccc3cc(O)c(C(=O)O)cc3c2)cc1, O=C([O-])O. Product: CC(=O)N(Cc1ccc2cc(O)c(C(=O)O)cc2c1)c1ccc(C(C)C)cc1. Reaction SMILES: [CH3:31][C:32](=[O:33])[O:34][C:35](=[O:36])[CH3:37].[ClH:38].[Na+:26].[O:39]1[CH2:40][CH2:41][CH2:42][CH2:43]1.[OH2:44].[OH:1][c:2]1[c:3]([C:23](=[O:24])[OH:25])[cH:4][c:5]2[cH:6][c:7]([CH2:12][NH:13][c:14]3[cH:15][cH:16][c:17]([CH:20]([CH3:21])[CH3:22])[cH:18][cH:19]3)[cH:8][cH:9][c:10]2[cH:11]1.[OH:27][C:28](=[O:29])[O-:30]>>[OH:1][c:2]1[c:3]([C:23](=[O:24])[OH:25])[cH:4][c:5]2[cH:6][c:7]([CH2:12][N:13]([c:14]3[cH:15][cH:16][c:17]([CH:20]([CH3:21])[CH3:22])[cH:18][cH:19]3)[C:32]([CH3:31])=[O:33])[cH:8][cH:9][c:10]2[cH:11]1.